Dataset: the Open Reaction Database (ORD), a public repository of structured organic reaction records. Task: describe an organic reaction: reactants, conditions, products, and yield Starting materials: CCOC(=O)c1cn(C)c2c1CCc1cnc(N)nc1-2, CCO, [K+], [OH-]. Product: Cn1cc(C(=O)O)c2c1-c1nc(N)ncc1CC2. RXN SMILES: [CH2:1]([CH3:2])[O:3][C:4](=[O:5])[c:6]1[cH:7][n:8]([CH3:20])[c:9]2[c:10]1[CH2:11][CH2:12][c:13]1[cH:14][n:15][c:16]([NH2:19])[n:17][c:18]1-2.[CH3:23][CH2:24][OH:25].[K+:22].[OH-:21]>>[O:3]=[C:4]([OH:5])[c:6]1[cH:7][n:8]([CH3:20])[c:9]2[c:10]1[CH2:11][CH2:12][c:13]1[cH:14][n:15][c:16]([NH2:19])[n:17][c:18]1-2. The reactants are COC(=O)c1ccc(C(O[SiH](C)C)(c2ccncc2)C(C)(C)C)cc1-c1ccccc1, CO, [Li+], [OH-]. The product is C[SiH](C)OC(c1ccncc1)(c1ccc(C(=O)O)c(-c2ccccc2)c1)C(C)(C)C. Reaction SMILES: [CH3:1][O:2][C:3]([c:4]1[c:5](-[c:25]2[cH:26][cH:27][cH:28][cH:29][cH:30]2)[cH:6][c:7]([C:10]([O:11][SiH:12]([CH3:13])[CH3:14])([C:15]([CH3:16])([CH3:17])[CH3:18])[c:19]2[cH:20][cH:21][n:22][cH:23][cH:24]2)[cH:8][cH:9]1)=[O:31].[CH3:34][OH:35].[Li+:33].[OH-:32]>>[O:2]=[C:3]([c:4]1[c:5](-[c:25]2[cH:26][cH:27][cH:28][cH:29][cH:30]2)[cH:6][c:7]([C:10]([O:11][SiH:12]([CH3:13])[CH3:14])([C:15]([CH3:16])([CH3:17])[CH3:18])[c:19]2[cH:20][cH:21][n:22][cH:23][cH:24]2)[cH:8][cH:9]1)[OH:31]. Starting materials: ClC1=C(C=C(C=C1)F)C#C[Si](C)(C)C (((2-chloro-5-fluorophenyl)ethynyl)trimethylsilane), C([O-])([O-])=O.[K+].[K+] (potassium carbonate). Run in C(C)OCC (diethyl ether), CO (methanol). Conditions: time 2 hour. The product is ClC1=C(C=C(C=C1)F)C#C (1-chloro-2-ethynyl-4-fluorobenzene), solid. The yield is 70.0%. RXN SMILES: [Cl:1][C:2]1[CH:7]=[CH:6][C:5]([F:8])=[CH:4][C:3]=1[C:9]#[C:10][Si](C)(C)C.C(=O)([O-])[O-].[K+].[K+]>CO.C(OCC)C>[Cl:1][C:2]1[CH:7]=[CH:6][C:5]([F:8])=[CH:4][C:3]=1[C:9]#[CH:10] |f:1.2.3|. Procedure: To a solution of ((2-chloro-5-fluorophenyl)ethynyl)trimethylsilane (4.2 g, 18 mmol) in methanol (40 mL) was added potassium carbonate (7.7 g, 56 mmol), and the reaction mixture was stirred for 2 hours at room temperature. The reaction mixture was then diluted with diethyl ether (100 mL) and washed with water (300 mL). The organic layer was separated, dried over sodium sulfate, filtered, and evaporated in vacuo to afford a residue that was purified by flash chromatography (silica, 220 g, ISCO, he...